This data is from the Open Reaction Database (ORD), a public repository of structured organic reaction records. The task is: describe an organic reaction: reactants, conditions, products, and yield The reactants are OC=1C=CC=2C3=C(NC2C1)C(=CC(=N3)C3=CC=CC=C3)C(=O)N (7-hydroxy-2-phenyl-5H-pyrido[3,2-b]indole-4-carboxamide), CN1CCN(CC1)CCO (2-(4-methylpiperazin-1-yl)ethanol). Yields the product CN1CCN(CC1)CCOC=1C=CC=2C3=C(NC2C1)C(=CC(=N3)C3=CC=CC=C3)C(=O)N (7-(2-(4-Methylpiperazin-1-yl)ethoxy)-2-phenyl-5H-pyrido[3,2-b]indole-4-carboxamide). Reaction SMILES: [OH:1][C:2]1[CH:3]=[CH:4][C:5]2[C:6]3[N:14]=[C:13]([C:15]4[CH:20]=[CH:19][CH:18]=[CH:17][CH:16]=4)[CH:12]=[C:11]([C:21]([NH2:23])=[O:22])[C:7]=3[NH:8][C:9]=2[CH:10]=1.[CH3:24][N:25]1[CH2:30][CH2:29][N:28]([CH2:31][CH2:32]O)[CH2:27][CH2:26]1>>[CH3:24][N:25]1[CH2:30][CH2:29][N:28]([CH2:31][CH2:32][O:1][C:2]2[CH:3]=[CH:4][C:5]3[C:6]4[N:14]=[C:13]([C:15]5[CH:20]=[CH:19][CH:18]=[CH:17][CH:16]=5)[CH:12]=[C:11]([C:21]([NH2:23])=[O:22])[C:7]=4[NH:8][C:9]=3[CH:10]=2)[CH2:27][CH2:26]1. Procedure details: This was similarly prepared from 7-hydroxy-2-phenyl-5H-pyrido[3,2-b]indole-4-carboxamide and 2-(4-methylpiperazin-1-yl)ethanol. MS (ESI) m/z 430.1 (M+H). 1H NMR (400 MHz, MeOD) δ ppm 8.20-8.27 (1H, m), 8.12 (1H, s), 8.04-8.09 (2H, m), 7.46-7.53 (2H, m), 7.37-7.42 (1H, m), 7.12-7.16 (1H, m), 6.87-6.94 (1H, m), 4.18-4.27 (2H, m), 2.87 (2H, t, J=5.41 Hz), 2.42-2.77 (6H, m), 2.27 (3H, s). The reactants are CCCCO (n-BuOH), Cl.N1(CCNCC1)C1=NC2=C(SC3=C1C=CC=C3)C=CC=C2 (11-piperazinyl dibenzo[b,f][1,4]thiazepinehydrochloride), C(=O)([O-])[O-].[Na+].[Na+] (Na2CO3), ClCCOCCO (2-(2-chloroethoxy)ethanol), CCCCO (n-BuOH). Reagents/catalysts: CCCC[N+](CCCC)(CCCC)CCCC.[Br-] (TBAB). Run in O (water). Run at temperature 25 celsius. Yields the product C=1C=CC2=C(C1)C(=NC=3C=CC=CC3S2)N4CCN(CC4)CCOCCO.C(=C/C(=O)O)\C(=O)O (quetiapine fumarate). As a reaction SMILES: C[CH2:2][CH2:3][CH2:4][OH:5].Cl.[N:7]1([C:13]2[C:19]3[CH:20]=[CH:21][CH:22]=[CH:23][C:18]=3[S:17][C:16]3[CH:24]=[CH:25][CH:26]=[CH:27][C:15]=3[N:14]=2)[CH2:12][CH2:11][NH:10][CH2:9][CH2:8]1.[C:28]([O-:31])([O-:30])=O.[Na+].[Na+].Cl[CH2:35][CH2:36][O:37][CH2:38][CH2:39][OH:40]>CCCC[N+](CCCC)(CCCC)CCCC.[Br-].O>[CH:21]1[CH:22]=[CH:23][C:18]2[S:17][C:16]3[CH:24]=[CH:25][CH:26]=[CH:27][C:15]=3[N:14]=[C:13]([N:7]3[CH2:8][CH2:9][N:10]([CH2:35][CH2:36][O:37][CH2:38][CH2:39][OH:40])[CH2:11][CH2:12]3)[C:19]=2[CH:20]=1.[CH:3](/[C:4]([OH:5])=[O:37])=[CH:2]\[C:28]([OH:31])=[O:30] |f:1.2,3.4.5,7.8,10.11|. Procedure: A 100 liter reactor equipped with mechanical stirrer, condenser, and thermometer, was charged with n-BuOH (40.5 L), 11-piperazinyl dibenzo[b,f][1,4]thiazepinehydrochloride (15 kg), Na2CO3 (7.5 kg), TBAB (1.5 kg) and 2-(2-chloroethoxy)ethanol (5.25 L). The mixture was heated to 115° C. during which time a portion of the n-BuOH and water distilled out. The distillation was continued until all of the theoretical amount of water was distilled out and the vapor temperature dropped. The reaction mixtu... The reactants are NC1=NC2=NC=C(N=C2C(=N1)N)CN(C1=CC=CC=C1)C1=CC=CC=C1 (N-[(2,4-diaminopteridin-6-yl)methyl]-N,N-diphenylamine), Br.NC1=NC=C(C(=N1)N)CBr (2,4-diamino-5-bromomethylpyrimidine hydrobromide), C1=CC=CC2=NC3=C(CC=C21)CCC=C3 (9,10-dihydrodibenz[b,f]azepine), [H-].[Na+] (NaH). Yields the product NC1=NC=C(C(=N1)N)CC1CC=CC2=C1CC=C1C(=N2)C=CC=C1 (9-[(2,4-Diaminopyrimidin-5-yl)methyl]-9,10-dihydrodibenz[b,f]azepine). As a reaction SMILES: NC1N=C(N)C2C(=NC=C(CN(C3C=CC=CC=3)C3C=CC=CC=3)N=2)N=1.[CH:27]1[C:37]2[C:31](=[N:32][C:33]3[CH:41]=[CH:40][CH2:39][CH2:38][C:34]=3[CH2:35][CH:36]=2)[CH:30]=[CH:29][CH:28]=1.[H-].[Na+].Br.[NH2:45][C:46]1[N:51]=[C:50]([NH2:52])[C:49]([CH2:53]Br)=[CH:48][N:47]=1>>[NH2:45][C:46]1[N:51]=[C:50]([NH2:52])[C:49]([CH2:53][CH:38]2[C:34]3[CH2:35][CH:36]=[C:37]4[CH:27]=[CH:28][CH:29]=[CH:30][C:31]4=[N:32][C:33]=3[CH:41]=[CH:40][CH2:39]2)=[CH:48][N:47]=1 |f:2.3,4.5|. Procedure details: 9-[(2,4-Diaminopyrimidin-5-yl)methyl]-9,10-dihydrodibenz[b,f]azepine (Formula I: Ar=2,4-diaminopyrimidin-5-yl; W=CH2; X=N; Z=CH═CH; m=n=0) is prepared similarly to N-[(2,4-diaminopteridin-6-yl)methyl]-N,N-diphenylamine as disclosed above by using 9,10-dihydrodibenz[b,f]azepine (158 mg, 0.8 mmol), NaH (50 mg, 2.1 mmol), and 2,4-diamino-5-bromomethylpyrimidine hydrobromide (86 mg, 0.3 mmol). The product can be purified by chromatography.